Dataset: the Open Reaction Database (ORD), a public repository of structured organic reaction records. Task: describe an organic reaction: reactants, conditions, products, and yield Starting materials: C(C)(C)(C)OC(C[C@@H](C(=O)O)C[C@@H](CCCC)C)=O ((S)-2-((R)-2-Methyl-hexyl)-succinic acid 4-tert-butyl ester), C(C)(C)(C)OC(C[C@H](C[C@@H](CCCC)C)C(=O)N1C(O[C@H]([C@H]1C)C1=CC=CC=C1)=O)=O ((3S,5R)-5-Methyl-3-((4R,5S)-4-methyl-2-oxo-5-phenyl-oxazolidine-3-carbonyl)-nonanoic acid tert-butyl ester), ( 0C ), LiOH monohydrate, OO (hydrogen peroxide), C[C@@H](C[C@H](C(=O)[O-])CC(=O)OC(C)(C)C)CCCC ((S)-2-((R)-2-methylhexyl) succinic acid, 4-tert-butyl ester). Solvent: C1CCOC1 (THF), O (H2O). Run at time 90 minute. Yields the product C[C@@H](CCC(=O)O)CCCC ((R)-4-Methyl-octanoic acid). The yield is 71.6%. As a reaction SMILES: C(OC(=O)C[C@H:8]([CH2:12][C@H:13]([CH3:18])[CH2:14][CH2:15][CH2:16][CH3:17])[C:9]([OH:11])=[O:10])(C)(C)C.C(OC(=O)C[C@@H](C(N1[C@H](C)[C@H](C2C=CC=CC=2)OC1=O)=O)C[C@H](C)CCCC)(C)(C)C.OO.C[C@H](CCCC)C[C@@H](CC(OC(C)(C)C)=O)C([O-])=O>C1COCC1.O>[CH3:18][C@H:13]([CH2:14][CH2:15][CH2:16][CH3:17])[CH2:12][CH2:8][C:9]([OH:11])=[O:10]. Reported procedure: Lithium chloride (0.39 g, 9.12 mmol) and copper (I) chloride (0.61 g, 4.56 mmol) were combined in 45 ml THF at ambient temperature and stirred 15 minutes, then cooled to 0° C. at which time ethylmagnesium bromide (1 M solution in THF, 45 mL, 45 mmol) was added. (S)-citronellyl bromide (5.0 g, 22.8 mmol) was added dropwise and the solution was allowed to warm slowly to ambient temperature with stirring overnight. The reaction was quenched by cautious addition of sat. NH4Cl (aq), and stirred with ... Starting materials: NC=1C=C(C=CC1N)OC1=CC=C(C=C1)C(C)O (1-{4-[(3,4-diaminophenyl)oxy]phenyl}ethanol), C(=O)O (formic acid). Run in O1CCCC1 (tetrahydrofuran). Yields the product N1C=NC2=C1C=CC(=C2)OC2=CC=C(C=C2)C(C)O (1-[4-(1H-benzimidazol-5-yloxy)phenyl]ethanol). RXN SMILES: [NH2:1][C:2]1[CH:3]=[C:4]([O:9][C:10]2[CH:15]=[CH:14][C:13]([CH:16]([OH:18])[CH3:17])=[CH:12][CH:11]=2)[CH:5]=[CH:6][C:7]=1[NH2:8].[CH:19](O)=O>O1CCCC1>[NH:8]1[C:7]2[CH:6]=[CH:5][C:4]([O:9][C:10]3[CH:15]=[CH:14][C:13]([CH:16]([OH:18])[CH3:17])=[CH:12][CH:11]=3)=[CH:3][C:2]=2[N:1]=[CH:19]1. Procedure: Crude 1-{4-[(3,4-diaminophenyl)oxy]phenyl}ethanol was dissolved in 10 mL of tetrahydrofuran and 5 mL of 88% formic acid and heated at 100 degrees Centigrade for 2 hours. The reaction mixture was concentrated. The residue was dissolved in ethyl acetate and saturated NaHCO3. The organic layer was separated and washed twice with saturated NaHCO3. The organic layer was dried over MgSO4 and concentrated. The residue was dissolved in 10 mL of THF and heated at 100 degrees centigrade with 5 mL of aqueo... Starting materials: O=C([O-])[O-], [K+], [K+], Nc1cc(CO)cc(CO)c1, CN(C)C=O, COC(=O)CCOCCOCCOCCOCCOCCOCCOCCOCCOCCOCCOCCOCCOS(=O)(=O)c1ccc(C)cc1. Yields the product COC(=O)CCOCCOCCOCCOCCOCCOCCOCCOCCOCCOCCOCCOCCNc1cc(CO)cc(CO)c1. As a reaction SMILES: [C:65](=[O:66])([O-:67])[O-:68].[K+:69].[K+:70].[NH2:54][c:55]1[cH:56][c:57]([CH2:63][OH:64])[cH:58][c:59]([CH2:61][OH:62])[cH:60]1.[O:71]=[CH:72][N:73]([CH3:74])[CH3:75].[S:1]([O:2][CH2:12][CH2:13][O:14][CH2:15][CH2:16][O:17][CH2:18][CH2:19][O:20][CH2:21][CH2:22][O:23][CH2:24][CH2:25][O:26][CH2:27][CH2:28][O:29][CH2:30][CH2:31][O:32][CH2:33][CH2:34][O:35][CH2:36][CH2:37][O:38][CH2:39][CH2:40][O:41][CH2:42][CH2:43][O:44][CH2:45][CH2:46][O:47][CH2:48][CH2:49][C:50](=[O:51])[O:52][CH3:53])([c:3]1[cH:4][cH:5][c:6]([CH3:7])[cH:8][cH:9]1)(=[O:10])=[O:11]>>[CH2:12]([CH2:13][O:14][CH2:15][CH2:16][O:17][CH2:18][CH2:19][O:20][CH2:21][CH2:22][O:23][CH2:24][CH2:25][O:26][CH2:27][CH2:28][O:29][CH2:30][CH2:31][O:32][CH2:33][CH2:34][O:35][CH2:36][CH2:37][O:38][CH2:39][CH2:40][O:41][CH2:42][CH2:43][O:44][CH2:45][CH2:46][O:47][CH2:48][CH2:49][C:50](=[O:51])[O:52][CH3:53])[NH:54][c:55]1[cH:56][c:57]([CH2:63][OH:64])[cH:58][c:59]([CH2:61][OH:62])[cH:60]1. The reactants are C1(=CC=CC=C1)CCCCCCCNC(C1=CC(=C(C(=C1)C1=CC(=CC=C1)C)OCOC)C1=CC(=CC=C1)C)=O (N-7-phenylheptyl-3,5-bis-(3-methylphenyl)-4-methoxymethoxybenzamide), Cl (HCl), C12(C(=O)CC(CC1)C2(C)C)CS(=O)(=O)O (camphorsulfonic acid). The solvent is CCOC(=O)C (EtOAc), C1CCOC1 (THF), Hexanes. Yields the product C1(=CC=CC=C1)CCCCCCCNC(=O)C=1C=C(C(=C(C1)C1=CC(=CC=C1)C)O)C1=CC(=CC=C1)C (2′-Hydroxy-3,3″-dimethyl-[1,1′:3′,1″]terphenyl-5′-carboxylic acid (7-phenyl-heptyl)-amide). Yield: 76.5%. Reaction SMILES: [C:1]1([CH2:7][CH2:8][CH2:9][CH2:10][CH2:11][CH2:12][CH2:13][NH:14][C:15](=[O:40])[C:16]2[CH:21]=[C:20]([C:22]3[CH:27]=[CH:26][CH:25]=[C:24]([CH3:28])[CH:23]=3)[C:19]([O:29]COC)=[C:18]([C:33]3[CH:38]=[CH:37][CH:36]=[C:35]([CH3:39])[CH:34]=3)[CH:17]=2)[CH:6]=[CH:5][CH:4]=[CH:3][CH:2]=1.Cl.C12(CS(O)(=O)=O)C(C)(C)C(CC1)CC2=O>C1COCC1.CCOC(C)=O>[C:1]1([CH2:7][CH2:8][CH2:9][CH2:10][CH2:11][CH2:12][CH2:13][NH:14][C:15]([C:16]2[CH:21]=[C:20]([C:22]3[CH:27]=[CH:26][CH:25]=[C:24]([CH3:28])[CH:23]=3)[C:19]([OH:29])=[C:18]([C:33]3[CH:38]=[CH:37][CH:36]=[C:35]([CH3:39])[CH:34]=3)[CH:17]=2)=[O:40])[CH:6]=[CH:5][CH:4]=[CH:3][CH:2]=1. Procedure: To a solution of N-7-phenylheptyl-3,5-bis-(3-methylphenyl)-4-methoxymethoxybenzamide (1.04 g, 1.94 mmol) in 3.5 mL THF was added 2N HCl (1.1 mL, 2.2 mmol) at room temperature and the reaction mixture was refluxed for 2 hours before a catalytic amount of camphorsulfonic acid was added. The reaction was refluxed overnight and the resulting goo was dissolved in EtOAc and washed with water. The organic layer was dried over Na2SO4 and the solvent was removed in vacuo. This yielded an oil that was pas... Reactants: C, Cc1nc(N2CCN(S(=O)(=O)c3ccc(OC(F)(F)F)cc3)C(C(=O)OCc3ccccc3)C2)sc1C(=O)OC(C)(C)C, CC(=O)O, CO, [Pd]. Product: Cc1nc(N2CCN(S(=O)(=O)c3ccc(OC(F)(F)F)cc3)C(C(=O)O)C2)sc1C(=O)OC(C)(C)C. RXN SMILES: [C:50].[CH2:1]([c:2]1[cH:3][cH:4][cH:5][cH:6][cH:7]1)[O:8][C:9](=[O:10])[CH:11]1[N:12]([S:30](=[O:31])(=[O:32])[c:33]2[cH:34][cH:35][c:36]([O:39][C:40]([F:41])([F:42])[F:43])[cH:37][cH:38]2)[CH2:13][CH2:14][N:15]([c:17]2[s:18][c:19]([C:23](=[O:24])[O:25][C:26]([CH3:27])([CH3:28])[CH3:29])[c:20]([CH3:22])[n:21]2)[CH2:16]1.[CH3:44][C:45](=[O:46])[OH:47].[CH3:48][OH:49].[Pd:51]>>[O:8]=[C:9]([OH:10])[CH:11]1[N:12]([S:30](=[O:31])(=[O:32])[c:33]2[cH:34][cH:35][c:36]([O:39][C:40]([F:41])([F:42])[F:43])[cH:37][cH:38]2)[CH2:13][CH2:14][N:15]([c:17]2[s:18][c:19]([C:23](=[O:24])[O:25][C:26]([CH3:27])([CH3:28])[CH3:29])[c:20]([CH3:22])[n:21]2)[CH2:16]1. The reactants are CCOC(=O)C(C)OC(CC)OCC, CO, [K+], [OH-]. Yields the product CCOC(CC)OC(C)C(=O)[O-], [K+]. RXN SMILES: [CH2:1]([CH3:2])[O:3][CH:4]([CH2:5][CH3:6])[O:7][CH:8]([C:9](=[O:10])[O:11][CH2:12][CH3:13])[CH3:14].[CH3:17][OH:18].[K+:16].[OH-:15]>>[CH2:1]([CH3:2])[O:3][CH:4]([CH2:5][CH3:6])[O:7][CH:8]([C:9](=[O:10])[O-:11])[CH3:14].[K+:16]. Reactants: Cl (HCl), [OH-].[Na+] (NaOH), N1([C@@H]2[C@H](CC1)CNC2)C2=CC=C(C=C2)C2=CC=C(C=C2)N2N=CC=CC2=O (2-{4′-[(3aR,6aR)-Hexahydropyrrolo[3,4-b]pyrrol-1(2H)-yl]-1,1′-biphenyl-4-yl}pyridazin-3(2H)-one), C=O (formaldehyde), C(C)(=O)O[BH-](OC(C)=O)OC(C)=O.[Na+] (sodium triacetoxyborohydride). Run in CC(=O)N(C)C (dimethylacetamide). Reaction conditions: time 30 minute. Product: CN1C[C@@H]2N(CC[C@@H]2C1)C1=CC=C(C=C1)C1=CC=C(C=C1)N1N=CC=CC1=O (2-[4′-(3aR,6aR)-(5-Methylhexahydropyrrolo[3,4-b]pyrrol-1(2H)-yl)-1,1′-biphenyl-4-yl]pyridazin-3(2H)-one). Yield: 88.9%. As a reaction SMILES: [N:1]1([C:9]2[CH:14]=[CH:13][C:12]([C:15]3[CH:20]=[CH:19][C:18]([N:21]4[C:26](=[O:27])[CH:25]=[CH:24][CH:23]=[N:22]4)=[CH:17][CH:16]=3)=[CH:11][CH:10]=2)[CH2:5][CH2:4][C@@H:3]2[CH2:6][NH:7][CH2:8][C@H:2]12.C=O.[C:30](O[BH-](OC(=O)C)OC(=O)C)(=O)C.[Na+].Cl.[OH-].[Na+]>CC(N(C)C)=O>[CH3:30][N:7]1[CH2:6][C@@H:3]2[C@@H:2]([N:1]([C:9]3[CH:14]=[CH:13][C:12]([C:15]4[CH:20]=[CH:19][C:18]([N:21]5[C:26](=[O:27])[CH:25]=[CH:24][CH:23]=[N:22]5)=[CH:17][CH:16]=4)=[CH:11][CH:10]=3)[CH2:5][CH2:4]2)[CH2:8]1 |f:2.3,5.6|. Procedure: To a stirred solution of the product of Example 41F (13.80 g, 31.41 mmol) in dimethylacetamide (500 mL) was added a solution of 37% aqueous formaldehyde (7.2 mL, 94.23 mmol, 3.0 equivalents) followed by sodium triacetoxyborohydride (20.0 g, 94.23 mmol, 3.0 equivalents). The mixture was stirred at 25+/−5° C. for 30 minutes during which the starting material was consumed, giving a clear solution. The mixture was diluted with 1N HCl (94 mL, 94 mmol, 3 equivalents) and stirred for one hour. The mixt... Reactants: [Na] (sodium), Cl.C1(=CC(=CC=C1)NN)C (m-tolylhydrazine hydrochloride), C(C)OCCC#N (β-ethoxypropionitrile). The solvent is C(C)O (ethanol). Run at time 5 minute. Yields the product NC1=NN(CC1)C=1C=C(C=CC1)C (3-Amino-1-m-tolyl-2-pyrazoline). Reaction SMILES: [Na].Cl.[C:3]1([CH3:11])[CH:8]=[CH:7][CH:6]=[C:5]([NH:9][NH2:10])[CH:4]=1.C(O[CH2:15][CH2:16][C:17]#[N:18])C>C(O)C>[NH2:18][C:17]1[CH2:16][CH2:15][N:9]([C:5]2[CH:4]=[C:3]([CH3:11])[CH:8]=[CH:7][CH:6]=2)[N:10]=1 |f:1.2,^1:0|. Reported procedure: A 2.8 g. amount of sodium metal is dissolved in 100 ml. of absolute ethanol, then 15.8 g. of m-tolylhydrazine hydrochloride is added followed in 5 minutes by 9.9 g. of β-ethoxypropionitrile. The reaction mixture is refluxed for 16 hours, then is evaporated to dryness in vacuo. Water is added and the precipitate is collected by filtration. The solid is dissolved in dichloromethane and is passed through a short column of a hydrous magnesium silicate. The column effluent is refluxed on a steam bath... Reactants: CN=C(SC)N(C(C)=O)C(C)=O, CO, [K+], [K+], O=C([O-])[O-]. Yields the product CN=C(NC(C)=O)SC. RXN SMILES: [C:1]([CH3:2])(=[O:3])[N:4]([C:5]([S:6][CH3:7])=[N:8][CH3:9])[C:10](=[O:11])[CH3:12].[CH3:19][OH:20].[K+:13].[K+:14].[O-:15][C:16]([O-:17])=[O:18]>>[C:1]([CH3:2])(=[O:3])[NH:4][C:5]([S:6][CH3:7])=[N:8][CH3:9]. Starting materials: C(C)Br (ethyl bromide), C(CC(=O)[O-])(=O)[O-].[Na+].[Na+] (disodium malonate), COC(C)(C)C (tert-butyl methyl ether), [OH-].[Na+] (sodium hydroxide). The reagents and catalysts are [Br-].C(CCC)[N+](CCCC)(CCCC)CCCC (tetrabutylammonium bromide). Run in O (water). Run at temperature 100 celsius. Product: C(CC(=O)OCC)(=O)OCC (Diethyl Malonate). Yield: 45.0%. Reaction SMILES: [CH2:1](Br)[CH3:2].[C:4]([O-:10])(=[O:9])[CH2:5][C:6]([O-:8])=[O:7].[Na+].[Na+].[OH-].[Na+].CO[C:17](C)(C)[CH3:18]>[Br-].C([N+](CCCC)(CCCC)CCCC)CCC.O>[C:4]([O:10][CH2:1][CH3:2])(=[O:9])[CH2:5][C:6]([O:8][CH2:17][CH3:18])=[O:7] |f:1.2.3,4.5,7.8|. Procedure: In an autoclave, 10.9 g (0.1 mol) of ethyl bromide were added to a solution of 2.96 g (20 mmol) of disodium malonate and 0.64 g (2 mmol) of tetrabutylammonium bromide in 5 ml of water and 10 ml of tert-butyl methyl ether. The mixture was heated to 100° C. over a period of 30 minutes, with the pressure in the autoclave rising to 3.5 bar. After a reaction time of 3½ hours at 100° C., the mixture was cooled to room temperature and depressurized. The aqueous phase was brought from pH 4.2 to pH 5.5 u...